This data is from the Open Reaction Database (ORD), a public repository of structured organic reaction records. The task is: describe an organic reaction: reactants, conditions, products, and yield Reactants: 1-ethylamino-3H-6,7,8,9,10,11-hexahydrocycloheptacycloocten-3-one, SC=1C(C=CC=CC1)=O (2-mercapto-2,4,6-cycloheptatrien-1-one), 5-mercapto-3H-6,7-dihydrocyclobutacyclohepten-3-one, C(C)OC(C=O)=O (oxoacetic acid ethyl ester), SC1=CC(C=CC2=C1C=CC=C2)=O (5-mercapto-7H-benzocyclohepten-7-one), NC1=CC(C=CC2=C1C=NC=C2)=O (9-amino-7H-cyclohepta[c]pyridin-7-one), 5-mercapto-3H-6,7,8,9,10,11,12,13-octahydrocycloheptacyclodecen-3-one. The product is C(C)OC(C(=O)NC1=CC(C=CC2=C1C=NC=C2)=O)=O ([(7-oxo-7H-cyclohepta[c]pyridin-9-yl)-amino]oxo-acetic acid ethyl ester). As a reaction SMILES: SC1C(=O)C=CC=CC=1.SC1C2C=CC=CC=2C=CC(=O)C=1.[NH2:23][C:24]1[C:30]2[CH:31]=[N:32][CH:33]=[CH:34][C:29]=2[CH:28]=[CH:27][C:26](=[O:35])[CH:25]=1.[CH2:36]([O:38][C:39](=[O:42])[CH:40]=[O:41])[CH3:37]>>[CH2:36]([O:38][C:39](=[O:42])[C:40]([NH:23][C:24]1[C:30]2[CH:31]=[N:32][CH:33]=[CH:34][C:29]=2[CH:28]=[CH:27][C:26](=[O:35])[CH:25]=1)=[O:41])[CH3:37]. Reported procedure: By following serially the procedures of Examples 1 and 2 but replacing 2-mercapto-2,4,6-cycloheptatrien-1-one with an equivalent amount of 5-mercapto-7H-benzocyclohepten-7-one, 9-amino-7H-cyclohepta[c]pyridin-7-one, 5-mercapto-3H-6,7-dihydrocyclobutacyclohepten-3-one, 1-ethylamino-3H-6,7,8,9,10,11-hexahydrocycloheptacycloocten-3-one and 5-mercapto-3H-6,7,8,9,10,11,12,13-octahydrocycloheptacyclodecen-3-one, the following compounds are obtained respectively: ](7-oxo-7H-benzocyclohepten-5-yl)thio]o... Starting materials: N([C@@H](CC1=CC=CC=C1)C(=O)N[C@@H](C)C(=O)O)C(=O)OCC1=CC=CC=C1 (Cbz-Phe-Ala-OH), N (ammonia). Solvent: C1CCOC1 (THF). Product: N([C@@H](CC1=CC=CC=C1)C(=O)N[C@@H](C)C(=O)N)C(=O)OCC1=CC=CC=C1 (Cbz-Phe-Ala-NH2). As a reaction SMILES: [NH:1]([C:18]([O:20][CH2:21][C:22]1[CH:27]=[CH:26][CH:25]=[CH:24][CH:23]=1)=[O:19])[C@H:2]([C:10]([NH:12][C@H:13]([C:15]([OH:17])=O)[CH3:14])=[O:11])[CH2:3][C:4]1[CH:9]=[CH:8][CH:7]=[CH:6][CH:5]=1.[NH3:28]>C1COCC1>[NH:1]([C:18]([O:20][CH2:21][C:22]1[CH:27]=[CH:26][CH:25]=[CH:24][CH:23]=1)=[O:19])[C@H:2]([C:10]([NH:12][C@H:13]([C:15]([NH2:28])=[O:17])[CH3:14])=[O:11])[CH2:3][C:4]1[CH:5]=[CH:6][CH:7]=[CH:8][CH:9]=1. Procedure: The above described procedure was repeated using 5.65 g of Cbz-Phe-Ala-OH and excess anhydrous ammonia in THF to obtain 7.16 g of crude Cbz-Phe-Ala-NH2. The crude product was then subjected to hydrogenolysis in MeOH over 10% Pd/C to afford 3.42 g (95% yield) of Phe-Ala-NH2 as a yellow solid after flash chromatography (EtOAc-MeOH, 10:1). Characteristic analytical data are as follows: mp 95°-97° C.; RF 0.10 (1:2 MeOH:EtOAc); 1H NMR (300 MHz, CDCl3) δ7.80-7.72 (br, 1H, H-N), 7.35-7.18 (m, 5H, Ph), ... The reactants are O=C([O-])[O-], CC(C)=O, COS(=O)(=O)OC, ClCCl, [K+], [K+], O, COC(=O)c1cc2cccc(O)c2cc1O. The product is COC(=O)c1cc2cccc(OC)c2cc1O. RXN SMILES: [C:17](=[O:18])([O-:19])[O-:20].[CH3:23][C:24](=[O:25])[CH3:26].[CH3:27][O:28][S:29]([O:30][CH3:31])(=[O:32])=[O:33].[Cl:34][CH2:35][Cl:36].[K+:21].[K+:22].[OH2:37].[OH:1][c:2]1[c:3]([C:13](=[O:14])[O:15][CH3:16])[cH:4][c:5]2[cH:6][cH:7][cH:8][c:9]([OH:12])[c:10]2[cH:11]1>>[OH:1][c:2]1[c:3]([C:13](=[O:14])[O:15][CH3:16])[cH:4][c:5]2[cH:6][cH:7][cH:8][c:9]([O:12][CH3:17])[c:10]2[cH:11]1. Starting materials: Cl (hydrochloric acid), COC=1C=C(C=CC1)C(C(=O)O)=O (2-(3-methoxyphenyl)glyoxylic acid), C([O-])(O)=O.[Na+] (sodium bicarbonate), C([O-])(O)=O.[Na+] (sodium bicarbonate), Cl.C(C)ON (O-ethylhydroxylamine hydrochloride), C([O-])(O)=O.[Na+] (sodium bicarbonate). The solvent is O (water). Conditions: time 8 hour. The product is C(C)ON=C(C(=O)O)C1=CC(=CC=C1)OC (2-ethoxyimino-2-(3-methoxyphenyl)acetic acid). Yield: 98.6%. Reaction SMILES: [CH3:1][O:2][C:3]1[CH:4]=[C:5]([C:9](=O)[C:10]([OH:12])=[O:11])[CH:6]=[CH:7][CH:8]=1.C(=O)(O)[O-].[Na+].Cl.[CH2:20]([O:22][NH2:23])[CH3:21].Cl>O>[CH2:20]([O:22][N:23]=[C:9]([C:5]1[CH:6]=[CH:7][CH:8]=[C:3]([O:2][CH3:1])[CH:4]=1)[C:10]([OH:12])=[O:11])[CH3:21] |f:1.2,3.4|. Procedure: A solution of 2-(3-methoxyphenyl)glyoxylic acid (1.8 g.) in an aqueous solution of sodium bicarbonate was adjusted to pH 7.0. On the other hand, a solution of O-ethylhydroxylamine hydrochloride (1.4 g.) in water (20 ml.) was adjusted to pH 7.0 with sodium bicarbonate. Two solutions were combined together, adjusted to pH 5.5 with 10% hydrochloric acid and stirred overnight at ambient temperature. The reaction mixture was adjusted to pH 7.5 with sodium bicarbonate and washed with ethyl acetate. Th...